Dataset: the Open Reaction Database (ORD), a public repository of structured organic reaction records. Task: describe an organic reaction: reactants, conditions, products, and yield The reactants are BrBr (Bromine), CS(=O)(=O)C=1C=CC(NC1)=O (5-(methylsulfonyl)pyridin-2(1H)-one), C(C)(=O)[O-].[Na+] (sodium acetate), BrBr (bromine). Run in C(C)(=O)O (acetic acid), C(C)(=O)O (acetic acid). Conditions: temperature 40 celsius, time 3 hour. Product: BrC=1C(NC=C(C1)S(=O)(=O)C)=O (3-bromo-5-(methylsulfonyl)pyridin-2(1H)-one). Yield: 65.6%. As a reaction SMILES: [CH3:1][S:2]([C:5]1[CH:6]=[CH:7][C:8](=[O:11])[NH:9][CH:10]=1)(=[O:4])=[O:3].C([O-])(=O)C.[Na+].[Br:17]Br>C(O)(=O)C>[Br:17][C:7]1[C:8](=[O:11])[NH:9][CH:10]=[C:5]([S:2]([CH3:1])(=[O:4])=[O:3])[CH:6]=1 |f:1.2|. Procedure details: To a solution of Example 288c (0.671 g, 3.87 mmol) and sodium acetate (0.318 g, 3.87 mmol) in acetic acid (8.50 mL) was added bromine (0.201 mL, 3.91 mmol) dropwise as a solution in acetic acid (1.7 mL). The reaction mixture was stirred at 40° C. for 3 hours. Bromine (0.05 mL) was added, and the reaction mixture was stirred at 40° C. for 2 hours. The reaction mixture was cooled to ambient temperature and quenched with 100 mL of 10% aqueous sodium thiosulfate. The resulting suspension was filtere... Reaction SMILES: [Cl:1][C:2]1[N:3]=[CH:4][NH:5][C:6]=1[Cl:7].[OH-].[K+].[Br:10][CH2:11][CH2:12][CH2:13][CH2:14][CH2:15][C:16]([OH:18])=[O:17].Br[CH2:20][CH2:21][C:22]1[C:31]2[C:26](=[CH:27][CH:28]=[CH:29][CH:30]=2)[CH:25]=[CH:24][CH:23]=1.Br>C(#N)C>[Br-:10].[C:16]([CH2:15][CH2:14][CH2:13][CH2:12][CH2:11][N:3]1[C:2]([Cl:1])=[C:6]([Cl:7])[N+:5]([CH2:20][CH2:21][C:22]2[C:31]3[C:26](=[CH:27][CH:28]=[CH:29][CH:30]=3)[CH:25]=[CH:24][CH:23]=2)=[CH:4]1)([OH:18])=[O:17] |f:1.2,7.8|. The solvent is C(C)#N (acetonitrile). Procedure: 4,5-dichloroimidazole (1.00 g, 7.36 mmol) was dissolved in acetonitrile. Potassium hydroxide (0.828 g, 14.72 mmol) was added to the solution and allowed to reflux for 30 min. 1 equivalent of 6-bromohexanoic acid (1.44 g, 7.36 mmol) was added to the solution and refluxed for 5 h. Solution was filtered to remove the KBr precipitate and placed back onto reflux. An equivalent of 1-(2-bromoethyl)naphthalene (1.73 g, 7.36 mmol) was added to solution and refluxed for 2.5 h. The solution was neutralized... The product is [Br-].C(=O)(O)CCCCCN1C=[N+](C(=C1Cl)Cl)CCC1=CC=CC2=CC=CC=C12 (1-(5-carboxypentyl)-4,5-dichloro-3-(2-(naphthalen-1-yl)ethyl)-1H-imidazol-3-ium bromide). Starting materials: BrCCC1=CC=CC2=CC=CC=C12 (1-(2-bromoethyl)naphthalene), ClC=1N=CNC1Cl (4,5-dichloroimidazole), [OH-].[K+] (Potassium hydroxide), BrCCCCCC(=O)O (6-bromohexanoic acid), Br (HBr).